This data is from the Open Reaction Database (ORD), a public repository of structured organic reaction records. The task is: describe an organic reaction: reactants, conditions, products, and yield Starting materials: C(C1=CC=CC=C1)=O (benzaldehyde), N1CCCC1 (pyrrolidine), C1(=CC=CC=C1)NC1=CC=CC=C1 (diphenylamine), C(C)(=O)O (acetic acid), C(CCCCCCC)=O (octanal), [OH-].[Na+] (NaOH), C(CCCCCCC)=O (octanal), C(C)(=O)O (acetic acid). Run at temperature 85 celsius, time 180 minute. The product is C(CCCCC)C(C=O)=CC1=CC=CC=C1 (α-hexylcinnamaldehyde). RXN SMILES: [CH:1](=O)[C:2]1[CH:7]=[CH:6][CH:5]=[CH:4][CH:3]=1.N1CCCC1.C1(NC2C=CC=CC=2)C=CC=CC=1.[CH:27](=[O:35])[CH2:28][CH2:29][CH2:30][CH2:31][CH2:32][CH2:33][CH3:34].C(O)(=O)C.[OH-].[Na+]>>[CH2:29]([C:28](=[CH:1][C:2]1[CH:7]=[CH:6][CH:5]=[CH:4][CH:3]=1)[CH:27]=[O:35])[CH2:30][CH2:31][CH2:32][CH2:33][CH3:34] |f:5.6|. Procedure: The reaction was carried out in a 2.5 litre double-walled glass reactor provided with a cooler, turbine stirrer (6 blades), thermocouple and a submerged metering tube. A mixture of 1065 grams of benzaldehyde (10.0 mol), 48.8 grams of pyrrolidine (0.679 mol) and 1.8 grams of diphenylamine was heated to 85° C. Over a period of 180 minutes, 878 grams of acidified (0.34 meq/gram) octanal (6.648 mol) were metered in at 85° C. Acidification of the octanal was effected with 16.9 grams of acetic acid (0... The reactants are CC(C)(C)OC(=O)N1CCC(=O)N(OCc2ccccc2)CC1Cc1ccccc1, CO. Product: CC(C)(C)OC(=O)N1CCC(=O)NCC1Cc1ccccc1. Reaction SMILES: [C:1]([CH3:2])([CH3:3])([CH3:4])[O:5][C:6](=[O:7])[N:8]1[CH:9]([CH2:24][c:25]2[cH:26][cH:27][cH:28][cH:29][cH:30]2)[CH2:10][N:11]([O:16][CH2:17][c:18]2[cH:19][cH:20][cH:21][cH:22][cH:23]2)[C:12](=[O:15])[CH2:13][CH2:14]1.[CH3:31][OH:32]>>[C:1]([CH3:2])([CH3:3])([CH3:4])[O:5][C:6](=[O:7])[N:8]1[CH:9]([CH2:24][c:25]2[cH:26][cH:27][cH:28][cH:29][cH:30]2)[CH2:10][NH:11][C:12](=[O:15])[CH2:13][CH2:14]1. Reactants: ClC=1C=CC2=C(N(C(O2)=O)CC(=O)O)C1 ((5-chloro-2-oxo-1,3-benzoxazol-3(2H)-yl)acetic acid), Cl.Cl.CNCC1=NC2=C(N1)C=CC(=C2)C(F)(F)F (N-methyl-1-[5-(trifluoromethyl)-1H-benzimidazol-2-yl]methanamine dihydrochloride), TEA, C=1C=CC2=C(C1)N=NN2O (HOBt), CCN=C=NCCCN(C)C.Cl (WSC.HCl). Run in ClCCl (dichloromethane), CCOC(=O)C (EtOAc). Reaction conditions: time 8 hour. Yields the product Cl.ClC=1C=CC2=C(N(C(O2)=O)CC(=O)N(CC2=NC3=C(N2)C=CC(=C3)C(F)(F)F)C)C1 (2-(5-chloro-2-oxo-1,3-benzoxazol-3 (2H)-yl)-N-methyl-N-{[5-(trifluoromethyl)-1H-benzimidazol-2-yl]methyl}acetamide hydrochloride). The yield is 88.4%. Reaction SMILES: [Cl:1][C:2]1[CH:3]=[CH:4][C:5]2[O:9][C:8](=[O:10])[N:7]([CH2:11][C:12]([OH:14])=O)[C:6]=2[CH:15]=1.Cl.Cl.[CH3:18][NH:19][CH2:20][C:21]1[NH:25][C:24]2[CH:26]=[CH:27][C:28]([C:30]([F:33])([F:32])[F:31])=[CH:29][C:23]=2[N:22]=1.C1C=CC2N(O)N=NC=2C=1.CCN=C=NCCCN(C)C.Cl>CCOC(C)=O.ClCCl>[ClH:1].[Cl:1][C:2]1[CH:3]=[CH:4][C:5]2[O:9][C:8](=[O:10])[N:7]([CH2:11][C:12]([N:19]([CH3:18])[CH2:20][C:21]3[NH:25][C:24]4[CH:26]=[CH:27][C:28]([C:30]([F:33])([F:32])[F:31])=[CH:29][C:23]=4[N:22]=3)=[O:14])[C:6]=2[CH:15]=1 |f:1.2.3,5.6,9.10|. Procedure: To a mixture of (5-chloro-2-oxo-1,3-benzoxazol-3(2H)-yl)acetic acid (300 mg), N-methyl-1-[5-(trifluoromethyl)-1H-benzimidazol-2-yl]methanamine dihydrochloride (420 mg), and dichloromethane (10 mL) were added TEA (552 μL), HOBt (214 mg), and WSC.HCl (303 mg), followed by stirring at room temperature overnight. The reaction mixture was diluted with EtOAc. The organic layer was washed with water, a saturated aqueous NaHCO3 solution, and brine in this order, dried over Na2SO4, and then concentrated ... Starting materials: [OH-].[Na+] (sodium hydroxide), N1(CCCCC1)CCCOC1=CC=C(C=O)C=C1 (4-(3-Piperidin-1-yl-propoxy)-benzaldehyde), ClC1=CC=C(N)C=C1 (4-chloroaniline), C(C)(=O)O[BH-](OC(C)=O)OC(C)=O.[Na+] (sodium triacetoxyborohydride), ClCCCl (DCE). The solvent is C(C)(=O)O (acetic acid). Conditions: time 16 hour. Product: N.C(Cl)Cl (ammonia DCM), ClC1=CC=C(C=C1)NCC1=CC=C(C=C1)OCCCN1CCCCC1 ((4-Chloro-phenyl)-[4-(3-piperidin-1-yl-propoxy)-benzyl]-amine). Isolated yield 1.0%. As a reaction SMILES: [N:1]1([CH2:7][CH2:8][CH2:9][O:10][C:11]2[CH:18]=[CH:17][C:14]([CH:15]=O)=[CH:13][CH:12]=2)[CH2:6][CH2:5][CH2:4][CH2:3][CH2:2]1.[Cl:19][C:20]1[CH:26]=[CH:25][C:23]([NH2:24])=[CH:22][CH:21]=1.C(O[BH-](OC(=O)C)OC(=O)C)(=O)C.[Na+].[OH-].[Na+].[Cl:43]CCCl>C(O)(=O)C>[NH3:1].[CH2:20]([Cl:19])[Cl:43].[Cl:19][C:20]1[CH:26]=[CH:25][C:23]([NH:24][CH2:15][C:14]2[CH:17]=[CH:18][C:11]([O:10][CH2:9][CH2:8][CH2:7][N:1]3[CH2:6][CH2:5][CH2:4][CH2:3][CH2:2]3)=[CH:12][CH:13]=2)=[CH:22][CH:21]=1 |f:2.3,4.5,8.9|. Procedure details: A solution of the product of Example 9 (260 mg), 4-chloroaniline (180 mg), and acetic acid (0.06 mL) in DCE (3 mL) was treated with sodium triacetoxyborohydride (360 mg). After 16 h, the resulting mixture was treated with 10% sodium hydroxide (5 mL) and extracted with DCM (3×10 mL). The combined organic phases were dried (sodium sulfate) and evaporated. Chromatography of the residue (1-5% 2 M methanolic ammonia/DCM) gave the title compound as a colorless oil (168 mg). 1H NMR (400 MHz, CDCl3): 7.... The reactants are CCOC(=O)CC(O)CNC(=O)OC(C)(C)C, CO, NN, O. Product: CC(C)(C)OC(=O)NCC(O)CC(=O)NN. Reaction SMILES: [C:1]([CH3:2])([CH3:3])([CH3:4])[O:5][C:6](=[O:7])[NH:8][CH2:9][CH:10]([CH2:11][C:12](=[O:13])[O:14][CH2:15][CH3:16])[OH:17].[CH3:21][OH:22].[NH2:19][NH2:20].[OH2:18]>>[C:1]([CH3:2])([CH3:3])([CH3:4])[O:5][C:6](=[O:7])[NH:8][CH2:9][CH:10]([CH2:11][C:12](=[O:13])[NH:19][NH2:20])[OH:17].